describe an organic reaction: reactants, conditions, products, and yield From a dataset of the Open Reaction Database (ORD), a public repository of structured organic reaction records. Reactants: COC(C(NC(C)=O)CS(=O)(=O)C1=CC=C(C=C1)OC)=O (N-acetyl-β-(4-methoxyphenylsulfonyl)-D,L-alanine methyl ester), Cl (hydrochloric acid). The solvent is C(C)(=O)O (acetic acid), C1(=CC=CC=C1)C (toluene). Product: Cl.COC1=CC=C(C=C1)S(=O)(=O)CC(N)C(=O)O (β-(4-methoxyphenylsulfonyl)-D,L-alanine hydrochloride). As a reaction SMILES: C[O:2][C:3](=[O:21])[CH:4]([CH2:9][S:10]([C:13]1[CH:18]=[CH:17][C:16]([O:19][CH3:20])=[CH:15][CH:14]=1)(=[O:12])=[O:11])[NH:5]C(=O)C.[ClH:22]>C(O)(=O)C.C1(C)C=CC=CC=1>[ClH:22].[CH3:20][O:19][C:16]1[CH:17]=[CH:18][C:13]([S:10]([CH2:9][CH:4]([C:3]([OH:21])=[O:2])[NH2:5])(=[O:12])=[O:11])=[CH:14][CH:15]=1 |f:4.5|. Procedure details: Part A: A solution of (18.13 g, 57 mmol) of N-acetyl-β-(4-methoxyphenylsulfonyl)-D,L-alanine methyl ester in 125 mL concentrated hydrochloric acid and 125 mL of glacial acetic acid was refluxed for several hours under nitrogen atmosphere. The contents were concentrated by rotory evaporation to yield a crude solid which was slurried in dry toluene and filtered to yield 14.3 g of β-(4-methoxyphenylsulfonyl)-D,L-alanine hydrochloride as a white crystalline solid. Isolated yield 80.0%. Procedure details: 13.4 g of ortho-dimethylaminotoluene (or N,N-dimethyl-o-toluidine) (M=135 g.mol−1; 99 mmol) are diluted in a mixture of 40 ml of hexanes and 20 ml of diethyl ether. At ambient temperature, under nitrogen and with stirring, 40 ml of a solution of butyllithium (2.5M in hexane) are added. After 3 h, 1 equivalent of tBuOK is added in fractions, under argon. The solution is heated and a yellow precipitate appears. The stirring is maintained overnight. The solution is filtered and the yellow precipita... Conditions: time 3 hour. Solvent: hexanes, C(C)OCC (diethyl ether). The product is CN(C1=C(C[K])C=CC=C1)C (ortho-dimethylaminobenzyl potassium). As a reaction SMILES: [CH3:1][N:2]([CH3:10])[C:3]1[CH:8]=[CH:7][CH:6]=[CH:5][C:4]=1[CH3:9].C([Li])CCC.C(O[K:21])(C)(C)C>C(OCC)C>[CH3:1][N:2]([CH3:10])[C:3]1[CH:8]=[CH:7][CH:6]=[CH:5][C:4]=1[CH2:9][K:21]. The reactants are CN(C1=C(C=CC=C1)C)C (ortho-dimethylaminotoluene), CN(C=1C(=CC=CC1)C)C (N,N-dimethyl-o-toluidine), C(C)(C)(C)O[K] (tBuOK), solution, C(CCC)[Li] (butyllithium). Starting materials: C(=O)C1CCN(CC1)C(=O)OC(C)(C)C (tert-butyl 4-formylpiperidine-1-carboxylate), OC(CNC1=NC(SC1)=O)(C)C (4-[(2-hydroxy-2-methylpropyl)amino]-1,3-thiazol-2(5H)-one), C(C)(=O)[O-].[NH2+]1CCCCC1 (piperidinium acetate). The solvent is CC(C)O (2-propanol). Run at temperature 60 celsius, time 8 hour. Product: OC(CNC/1=NC(S\C1=C/C1CCN(CC1)C(=O)OC(C)(C)C)=O)(C)C (tert-butyl 4-[(Z)-{4-[(2-hydroxy-2-methylpropyl)amino]-2-oxo-1,3-thiazol-5(2H)-ylidene}methyl]piperidine-1-carboxylate). Isolated yield 56.3%. RXN SMILES: [CH:1]([CH:3]1[CH2:8][CH2:7][N:6]([C:9]([O:11][C:12]([CH3:15])([CH3:14])[CH3:13])=[O:10])[CH2:5][CH2:4]1)=O.[OH:16][C:17]([CH3:27])([CH3:26])[CH2:18][NH:19][C:20]1[CH2:24][S:23][C:22](=[O:25])[N:21]=1.C([O-])(=O)C.[NH2+]1CCCCC1>CC(O)C>[OH:16][C:17]([CH3:27])([CH3:26])[CH2:18][NH:19][C:20]1=[N:21][C:22](=[O:25])[S:23]/[C:24]/1=[CH:1]\[CH:3]1[CH2:8][CH2:7][N:6]([C:9]([O:11][C:12]([CH3:15])([CH3:14])[CH3:13])=[O:10])[CH2:5][CH2:4]1 |f:2.3|. Procedure: To a solution of tert-butyl 4-formylpiperidine-1-carboxylate (1.70 g) in 2-propanol (30 mL) were added 4-[(2-hydroxy-2-methylpropyl)amino]-1,3-thiazol-2(5H)-one (3.00 g), and piperidinium acetate (1.18 g). The reaction mixture was stirred at 60° C. overnight and concentrated. Water was added to the residue, and the mixture was extracted with ethyl acetate. The extract was washed with water and saturated brine, and dried over anhydrous magnesium sulfate, and the solvent was evaporated under reduc... Reactants: O(C1=CC=C(N)C=C1)C1=CC=C(N)C=C1 (4,4′-oxydianiline), OC1CCN(CC1)C1=CC=C(C(=O)O)C=C1 (4-(4-hydroxypiperidin-1-yl)benzoic acid). The product is O(C1=CC=C(C=C1)NC(C1=CC=C(C=C1)N1CCC(CC1)O)=O)C1=CC=C(C=C1)NC(C1=CC=C(C=C1)N1CCC(CC1)O)=O (N—,N′-(Oxybis(4,1-phenylene))bis(4-(4-hydroxypiperidin-1-yl)benzamide)). Reaction SMILES: [O:1]([C:9]1[CH:15]=[CH:14][C:12]([NH2:13])=[CH:11][CH:10]=1)[C:2]1[CH:8]=[CH:7][C:5]([NH2:6])=[CH:4][CH:3]=1.[OH:16][CH:17]1[CH2:22][CH2:21][N:20]([C:23]2[CH:31]=[CH:30][C:26]([C:27](O)=[O:28])=[CH:25][CH:24]=2)[CH2:19][CH2:18]1>>[O:1]([C:9]1[CH:15]=[CH:14][C:12]([NH:13][C:27](=[O:28])[C:26]2[CH:30]=[CH:31][C:23]([N:20]3[CH2:21][CH2:22][CH:17]([OH:16])[CH2:18][CH2:19]3)=[CH:24][CH:25]=2)=[CH:11][CH:10]=1)[C:2]1[CH:3]=[CH:4][C:5]([NH:6][C:27](=[O:28])[C:26]2[CH:25]=[CH:24][C:23]([N:20]3[CH2:21][CH2:22][CH:17]([OH:16])[CH2:18][CH2:19]3)=[CH:31][CH:30]=2)=[CH:7][CH:8]=1. Procedure: Compound 914 was prepared according to the procedure described in Scheme IV from 4,4′-oxydianiline and 4-(4-hydroxypiperidin-1-yl)benzoic acid. [M+H]+ calcd for C36H38N4O5: 607.28; found 607.21.